From a dataset of the Open Reaction Database (ORD), a public repository of structured organic reaction records. describe an organic reaction: reactants, conditions, products, and yield The reactants are O=C1NC(=O)c2ccccc21, C1CCOC1, CC(C)OC(=O)N=NC(=O)OC(C)C, c1ccc(P(c2ccccc2)c2ccccc2)cc1, OCc1ccc2ncccc2c1. The product is O=C1c2ccccc2C(=O)N1Cc1ccc2ncccc2c1. Reaction SMILES: [C:1]1(=[O:11])[NH:2][C:3](=[O:10])[c:4]2[cH:5][cH:6][cH:7][cH:8][c:9]21.[CH2:57]1[O:58][CH2:59][CH2:60][CH2:61]1.[N:43]([C:44]([O:45][CH:46]([CH3:47])[CH3:48])=[O:49])=[N:50][C:51]([O:52][CH:53]([CH3:54])[CH3:55])=[O:56].[c:12]1([P:13]([c:14]2[cH:15][cH:16][cH:17][cH:18][cH:19]2)[c:20]2[cH:21][cH:22][cH:23][cH:24][cH:25]2)[cH:26][cH:27][cH:28][cH:29][cH:30]1.[n:31]1[cH:32][cH:33][cH:34][c:35]2[cH:36][c:37]([CH2:41][OH:42])[cH:38][cH:39][c:40]12>>[C:1]1(=[O:11])[N:2]([CH2:41][c:37]2[cH:36][c:35]3[cH:34][cH:33][cH:32][n:31][c:40]3[cH:39][cH:38]2)[C:3](=[O:10])[c:4]2[cH:5][cH:6][cH:7][cH:8][c:9]21. Yields the product BrC1=CC=C(C=C1)C=1N=C(NC1)CO ((4-(4-bromophenyl)-1H-imidazol-2-yl)methanol). Reaction SMILES: [Br:1][C:2]1[CH:7]=[CH:6][C:5]([C:8]2[N:9]=[C:10]([C:13](OCC)=[O:14])[NH:11][CH:12]=2)=[CH:4][CH:3]=1.COCCO[AlH2-]OCCOC.[Na+]>C1COCC1>[Br:1][C:2]1[CH:3]=[CH:4][C:5]([C:8]2[N:9]=[C:10]([CH2:13][OH:14])[NH:11][CH:12]=2)=[CH:6][CH:7]=1 |f:1.2|. Run in C1CCOC1 (THF). Run at temperature 0 celsius, time 4 hour. The yield is 69.9%. Starting materials: BrC1=CC=C(C=C1)C=1N=C(NC1)C(=O)OCC (ethyl 4-(4-bromophenyl)-1H-imidazole-2-carboxylate), COCCO[AlH2-]OCCOC.[Na+] (Red-Al). Procedure: To a solution of ethyl 4-(4-bromophenyl)-1H-imidazole-2-carboxylate (1.30 g, 4.40 mmol) in THF (30 mL) was slowly added Red-Al (65 wt % in toluene, 2.0 mL, 6.16 mmol) at −25° C. The reaction mixture was stirred for 4 h at the same temperature then slowly warmed to 0° C. over 1 h and quenched with 20% sodium tartrate solution (30 mL). The reaction was extracted with ethyl acetate (70 mL) and the organic layer was left for 3 h at room temperature. A solid separated and was collected by filtration,... Reactants: C, CCOC(=O)c1cc2cc(OCCOC)cc([N+](=O)[O-])c2[nH]1, C1CCOC1, [Pd]. Yields the product CCOC(=O)c1cc2cc(OCCOC)cc(N)c2[nH]1. Reaction SMILES: [C:23].[CH3:1][O:2][CH2:3][CH2:4][O:5][c:6]1[cH:7][c:8]2[cH:9][c:10]([C:18](=[O:19])[O:20][CH2:21][CH3:22])[nH:11][c:12]2[c:13]([N+:15]([O-:16])=[O:17])[cH:14]1.[O:25]1[CH2:26][CH2:27][CH2:28][CH2:29]1.[Pd:24]>>[CH3:1][O:2][CH2:3][CH2:4][O:5][c:6]1[cH:7][c:8]2[cH:9][c:10]([C:18](=[O:19])[O:20][CH2:21][CH3:22])[nH:11][c:12]2[c:13]([NH2:15])[cH:14]1. Reactants: CC1(C)OB(c2ccc(S(N)(=O)=O)cc2)OC1(C)C, CC1(C)CC(Nc2nccc(Cl)n2)CC(C)(C)N1. The product is CC1(C)CC(Nc2nccc(-c3ccc(S(N)(=O)=O)cc3)n2)CC(C)(C)N1. Reaction SMILES: [CH3:19][C:20]1([CH3:21])[C:22]([CH3:23])([CH3:24])[O:25][B:26]([c:27]2[cH:28][cH:29][c:30]([S:33](=[O:34])(=[O:35])[NH2:36])[cH:31][cH:32]2)[O:37]1.[Cl:1][c:2]1[n:3][c:4]([NH:8][CH:9]2[CH2:10][C:11]([CH3:17])([CH3:18])[NH:12][C:13]([CH3:15])([CH3:16])[CH2:14]2)[n:5][cH:6][cH:7]1>>[c:2]1(-[c:27]2[cH:28][cH:29][c:30]([S:33](=[O:34])(=[O:35])[NH2:36])[cH:31][cH:32]2)[n:3][c:4]([NH:8][CH:9]2[CH2:10][C:11]([CH3:17])([CH3:18])[NH:12][C:13]([CH3:15])([CH3:16])[CH2:14]2)[n:5][cH:6][cH:7]1. The reactants are ClC=1C=CC2=C(N(C(S2)=O)CC=O)C1 ((5-chloro-2-oxo-1,3-benzothiazol-3(2H)-yl)acetaldehyde), O1CCOC=2C=NC(=CC21)CN(C(OC(C)(C)C)=O)C2CCNCC2 (1,1-dimethylethyl (2,3-dihydro[1,4]dioxino[2,3-c]pyridin-7-ylmethyl)-4-piperidinylcarbamate), CO (MeOH), (polystyrylmethyl)trimethylammonium cyanoborohydride. Reagents/catalysts: C(C)(=O)O (acetic acid). Solvent: C(Cl)(Cl)Cl (chloroform). Run at time 60 hour. Yields the product ClC=1C=CC2=C(N(C(S2)=O)CCN2CCC(CC2)N(C(OC(C)(C)C)=O)CC2=CC3=C(C=N2)OCCO3)C1 (1,1-dimethylethyl {1-[2-(5-chloro-2-oxo-1,3-benzthiazol-3(2H)-yl)ethyl]-4-piperidinyl}(2,3-dihydro[1,4]dioxino[2,3-c]pyridin-7-ylmethyl)carbamate). Isolated yield 101.3%. RXN SMILES: [Cl:1][C:2]1[CH:3]=[CH:4][C:5]2[S:9][C:8](=[O:10])[N:7]([CH2:11][CH:12]=O)[C:6]=2[CH:14]=1.[O:15]1[C:24]2[CH:23]=[C:22]([CH2:25][N:26]([CH:34]3[CH2:39][CH2:38][NH:37][CH2:36][CH2:35]3)[C:27](=[O:33])[O:28][C:29]([CH3:32])([CH3:31])[CH3:30])[N:21]=[CH:20][C:19]=2[O:18][CH2:17][CH2:16]1.CO>C(Cl)(Cl)Cl.C(O)(=O)C>[Cl:1][C:2]1[CH:3]=[CH:4][C:5]2[S:9][C:8](=[O:10])[N:7]([CH2:11][CH2:12][N:37]3[CH2:36][CH2:35][CH:34]([N:26]([CH2:25][C:22]4[N:21]=[CH:20][C:19]5[O:18][CH2:17][CH2:16][O:15][C:24]=5[CH:23]=4)[C:27](=[O:33])[O:28][C:29]([CH3:31])([CH3:32])[CH3:30])[CH2:39][CH2:38]3)[C:6]=2[CH:14]=1. Procedure details: (5-chloro-2-oxo-1,3-benzothiazol-3(2H)-yl)acetaldehyde (0.10 g, 0.44 mmol) and 1,1-dimethylethyl (2,3-dihydro[1,4]dioxino[2,3-c]pyridin-7-ylmethyl)-4-piperidinylcarbamate (0.154 g, 0.44 mmole) (for a synthesis see WO2004/058144 Example 99(h)) were dissolved in chloroform (10 ml) and MeOH (1.5 ml) and treated with acetic acid (8 drops) and (polystyrylmethyl)trimethylammonium cyanoborohydride (Novabiochem) (4.1 mmol/g, 0.87 g), and the mixture stirred at rt for 60 h. The reaction was filtered and ... The reactants are CI (CH3I), [Mg] (magnesium), alcoholate, NCCC(=O)C1=CC=C(C=C1)C1=CC=C(C=C1)F (1-amino-3-(4'-fluoro-4-biphenylyl)-propan-3-one), S(O)(O)(=O)=O (sulfuric acid). The solvent is CCOCC (ether), O (water), C1CCOC1 (THF). Product: FC1=CC=C(C=C1)C1=CC=C(C=C1)C(CCN)(C)O (3-(4'-fluoro-4-biphenylyl)-3-hydroxybutylamine). As a reaction SMILES: [NH2:1][CH2:2][CH2:3][C:4]([C:6]1[CH:11]=[CH:10][C:9]([C:12]2[CH:17]=[CH:16][C:15]([F:18])=[CH:14][CH:13]=2)=[CH:8][CH:7]=1)=[O:5].[CH3:19]I.[Mg].S(=O)(=O)(O)O>C1COCC1.CCOCC.O>[F:18][C:15]1[CH:14]=[CH:13][C:12]([C:9]2[CH:10]=[CH:11][C:6]([C:4]([OH:5])([CH3:19])[CH2:3][CH2:2][NH2:1])=[CH:7][CH:8]=2)=[CH:17][CH:16]=1. Procedure details: A solution of 24.4 g of 1-amino-3-(4'-fluoro-4-biphenylyl)-propan-3-one [obtainable by reacting 1-chloro-3-(4'-fluoro-4-biphenylyl)-propan-3-one with potassium phthalimide and subsequent hydrolysis] in 200 ml of THF is added dropwise, while stirring, at 20° to a Grignard solution prepared from 30 g of CH3I and 5 g of magnesium in 1000 ml of ether. The mixture is stirred for a further 4 hours, the resulting alcoholate is decomposed by means of water and dilute sulfuric acid, and the mixture is wo...